Dataset: the Open Reaction Database (ORD), a public repository of structured organic reaction records. Task: describe an organic reaction: reactants, conditions, products, and yield Starting materials: NC=1C=C(C(C(=O)NC)=CC1)C(=O)N (4-amino-N-methylphthalamide), ClCC1CO1 (1-chloro-2,3-epoxypropane). The solvent is FC(CO)(F)F (2,2,2-trifluoroethanol). Conditions: time 48 hour. The product is ClCC(CNC=1C=C2C(C(=O)N(C2=O)C)=CC1)O (4-(3-chloro-2-hydroxypropylamino)-N-methylphthalimide). Isolated yield 77.3%. Reaction SMILES: [NH2:1][C:2]1[CH:3]=[C:4]([C:12](N)=[O:13])[C:5](=[CH:10][CH:11]=1)[C:6]([NH:8][CH3:9])=[O:7].[Cl:15][CH2:16][CH:17]1[O:19][CH2:18]1>FC(F)(F)CO>[Cl:15][CH2:16][CH:17]([OH:19])[CH2:18][NH:1][C:2]1[CH:3]=[C:4]2[C:12](=[O:13])[N:8]([CH3:9])[C:6](=[O:7])[C:5]2=[CH:10][CH:11]=1. Reported procedure: Twenty-five grams (0.142 mole) 4-amino-N-methylphthalamide, prepared according to the method described in J. Chem. Soc. 26: (1937), and 20.7 g (0.21 mole) 1-chloro-2,3-epoxypropane were added to 150 ml 2,2,2-trifluoroethanol and the reaction mixture was heated to reflux with stirring for 48 hrs. Seventy to eighty ml of 2,2,2-trifluoroethanol was removed by distillation and a heavy yellow precipitate formed when the remaining solution cooled to room temperature. This precipitate was triturated wi... The reactants are C12C(C3CC(CC(C1)C3)C2)C2=C(C=C(C=C2)I)O (2-adamantyl-5-iodophenol), COS(=O)(=O)OC (dimethylsulfate), C([O-])([O-])=O.[K+].[K+] (potassium carbonate). The solvent is CC(=O)C (acetone). Product: C12C(C3CC(CC(C1)C3)C2)C2=C(C=C(C=C2)I)OC (2-adamantyl-5-iodoanisole). Isolated yield 81.3%. RXN SMILES: [CH:1]12[CH2:10][CH:5]3[CH2:6][CH:7]([CH2:9][CH:3]([CH2:4]3)[CH:2]1[C:11]1[CH:16]=[CH:15][C:14]([I:17])=[CH:13][C:12]=1[OH:18])[CH2:8]2.[CH3:19]OS(OC)(=O)=O.C(=O)([O-])[O-].[K+].[K+]>CC(C)=O>[CH:3]12[CH2:4][CH:5]3[CH2:6][CH:7]([CH2:8][CH:1]([CH2:10]3)[CH:2]1[C:11]1[CH:16]=[CH:15][C:14]([I:17])=[CH:13][C:12]=1[O:18][CH3:19])[CH2:9]2 |f:2.3.4|. Procedure details: A solution of 2-adamantyl-5-iodophenol (7.70 g, 21.7 mmol) in acetone (100 mL) was treated with dimethylsulfate (4.11 g, 32.6 mmol) and potassium carbonate (4.50 g, 32.6 mmol). The reaction mixture was stirred at reflux for 24 h, allowed to cool to room temperature, and concentrated in vacuo. The crude product was partitioned between methylene chloride and water. The organic phase was dried over anhydrous magnesium sulfate, filtered, and concentrated to provide 6.5 g (81%) of 2-adamantyl-5-iodoa... Reactants: CC1CCNCC1, CN(C)P(=O)(N(C)C)N(C)C, CC1CCc2c(Br)c(F)cc3c(=O)c(C(=O)O)cn1c23. The product is CC1CCN(c2c(F)cc3c(=O)c(C(=O)O)cn4c3c2CCC4C)CC1. RXN SMILES: [CH3:21][CH:22]1[CH2:23][CH2:24][NH:25][CH2:26][CH2:27]1.[CH3:28][N:29]([CH3:30])[P:31](=[O:32])([N:33]([CH3:34])[CH3:35])[N:36]([CH3:37])[CH3:38].[F:1][c:2]1[c:3]([Br:20])[c:4]2[c:13]3[n:8]([cH:9][c:10]([C:16](=[O:17])[OH:18])[c:11](=[O:15])[c:12]3[cH:14]1)[CH:7]([CH3:19])[CH2:6][CH2:5]2>>[F:1][c:2]1[c:3]([N:25]2[CH2:24][CH2:23][CH:22]([CH3:21])[CH2:27][CH2:26]2)[c:4]2[c:13]3[n:8]([cH:9][c:10]([C:16](=[O:17])[OH:18])[c:11](=[O:15])[c:12]3[cH:14]1)[CH:7]([CH3:19])[CH2:6][CH2:5]2. The reactants are FC(C1=CC=C(C=C1)C=1C=CC=2N(C1)C(=CN2)C(=O)O)(F)F (6-(4-trifluoromethyl-phenyl)-imidazo[1,2-a]pyridine-3-carboxylic acid), ONC(=N)C=1SC(=CC1)S(N)(=O)=O (N-hydroxy-5-sulfamoyl-thiophene-2-carboxamidine). Yields the product FC(C1=CC=C(C=C1)C=1C=CC=2N(C1)C(=CN2)C2=NC(=NO2)C2=CC=C(S2)S(=O)(=O)N)(F)F (5-{5-[6-(4-Trifluoromethyl-phenyl)-imidazo[1,2-a]pyridin-3-yl]-[1,2,4]oxadiazol-3-yl}-thiophene-2-sulfonic acid amide). RXN SMILES: [F:1][C:2]([F:22])([F:21])[C:3]1[CH:8]=[CH:7][C:6]([C:9]2[CH:10]=[CH:11][C:12]3[N:13]([C:15]([C:18](O)=[O:19])=[CH:16][N:17]=3)[CH:14]=2)=[CH:5][CH:4]=1.O[NH:24][C:25]([C:27]1[S:28][C:29]([S:32](=[O:35])(=[O:34])[NH2:33])=[CH:30][CH:31]=1)=[NH:26]>>[F:21][C:2]([F:1])([F:22])[C:3]1[CH:8]=[CH:7][C:6]([C:9]2[CH:10]=[CH:11][C:12]3[N:13]([C:15]([C:18]4[O:19][N:26]=[C:25]([C:27]5[S:28][C:29]([S:32]([NH2:33])(=[O:35])=[O:34])=[CH:30][CH:31]=5)[N:24]=4)=[CH:16][N:17]=3)[CH:14]=2)=[CH:5][CH:4]=1. Procedure details: The title compound was prepared from 6-(4-trifluoromethyl-phenyl)-imidazo[1,2-a]pyridine-3-carboxylic acid (example C.35) (153 mg, 0.5 mmol) and N-hydroxy-5-sulfamoyl-thiophene-2-carboxamidine (example B.2) (166 mg, 0.75 mmol) according to general procedure II. Obtained after trituration with water and further purification by crystallization (heptane/diethyl ether) as an off-white solid (179 mg, 83%). MS (ISP) 492.2 [(M+H)+]; mp 280° C. Starting materials: C[Si](C)(C)C#Cc1cncc(N)c1, CO, [K+], [K+], O=C([O-])[O-]. Product: C#Cc1cncc(N)c1. Reaction SMILES: [CH3:1][Si:2]([C:3]#[C:4][c:5]1[cH:6][c:7]([NH2:11])[cH:8][n:9][cH:10]1)([CH3:12])[CH3:13].[CH3:20][OH:21].[K+:14].[K+:15].[O-:16][C:17]([O-:18])=[O:19]>>[CH:3]#[C:4][c:5]1[cH:6][c:7]([NH2:11])[cH:8][n:9][cH:10]1. Starting materials: FC1=C(C=CC(=C1)F)[C@]1(OC1)[C@H](C)O ((1S)-1-[(2R)-2-(2,4-difluorophenyl)-2-oxiranyl]ethanol), FC1=C(C=CC(=C1)F)N1C(NC=C1)=O (1-(2,4-difluorophenyl)-2(1H,3H)-imidazolone), FC1=C(C=CC(=C1)F)[C@]1([C@@H](C)N2C(N(C=C2)C2=C(C=C(C=C2)F)F)=O)CO1 (1-[(1R,2S)-2-(2,4-difluorophenyl)-2,3-epoxy-1-methylpropyl]-3-(2,4-difluorophenyl)-2(1H,3H)-imidazolone). The product is FC1=C(C=CC(=C1)F)[C@]1(OC1)[C@@H](C)OC=1N(C=CN1)C1=C(C=C(C=C1)F)F ((2R)-2-(2,4-difluorophenyl)- 2-[(1R)-1-[1-(2,4-difluorophenyl)-2-imidazolyloxy]ethyl]oxirane). Isolated yield 27.4%. Reaction SMILES: [F:1][C:2]1[CH:7]=[C:6]([F:8])[CH:5]=[CH:4][C:3]=1[C@:9]1([C@@H:12]([OH:14])[CH3:13])[CH2:11][O:10]1.[F:15][C:16]1[CH:21]=[C:20]([F:22])[CH:19]=[CH:18][C:17]=1[N:23]1[CH:27]=[CH:26][NH:25][C:24]1=O.FC1C=C(F)C=CC=1[C@]1(OC1)[C@H](N1C=CN(C2C=CC(F)=CC=2F)C1=O)C>>[F:1][C:2]1[CH:7]=[C:6]([F:8])[CH:5]=[CH:4][C:3]=1[C@:9]1([C@H:12]([O:14][C:24]2[N:23]([C:17]3[CH:18]=[CH:19][C:20]([F:22])=[CH:21][C:16]=3[F:15])[CH:27]=[CH:26][N:25]=2)[CH3:13])[CH2:11][O:10]1. Procedure: In the same manner as in Reference Example 5, starting from 1.36 g of (1S)-1-[(2R)-2-(2,4-difluorophenyl)-2-oxiranyl]ethanol and 1.06 g of 1-(2,4-difluorophenyl)-2(1H,3H)-imidazolone, 0.53 g of 1-[(1R,2S)-2-(2,4-difluorophenyl)-2,3-epoxy-1-methylpropyl]-3-(2,4-difluorophenyl)-2(1H,3H)-imidazolone and 0.56 g of (2R)-2-(2,4-difluorophenyl)- 2-[(1R)-1-[1-(2,4-difluorophenyl)-2-imidazolyloxy]ethyl]oxirane were obtained. The reactants are CC(=O)c1sccc1NC(=O)Cc1cccc2ccccc12, COC(C)(OC)N(C)C. Product: CC(=CC(=O)c1sccc1NC(=O)Cc1cccc2ccccc12)N(C)C. Reaction SMILES: [C:1]([CH3:2])(=[O:3])[c:4]1[s:5][cH:6][cH:7][c:8]1[NH:9][C:10]([CH2:11][c:12]1[cH:13][cH:14][cH:15][c:16]2[cH:17][cH:18][cH:19][cH:20][c:21]12)=[O:22].[CH3:23][O:24][C:25]([CH3:26])([N:27]([CH3:28])[CH3:29])[O:30][CH3:31]>>[C:1]([CH:2]=[C:25]([CH3:26])[N:27]([CH3:28])[CH3:29])(=[O:3])[c:4]1[s:5][cH:6][cH:7][c:8]1[NH:9][C:10]([CH2:11][c:12]1[cH:13][cH:14][cH:15][c:16]2[cH:17][cH:18][cH:19][cH:20][c:21]12)=[O:22]. Reactants: C(#N)C=1C=C(C=CC1)C1=CC=C(C=C1)S(=O)(=O)N[C@@H](C(C)C)C(=O)OC (methyl N-[(3′-cyanobiphenyl-4-yl)sulfonyl]valinate), CO (methanol), Example 93, N (ammonia). The reagents and catalysts are [Ni] (Raney-nickel). Solvent: C1CCOC1 (THF). Run at time 15 hour. Product: NCC=1C=C(C=CC1)C1=CC=C(C=C1)S(=O)(=O)N[C@@H](C(C)C)C(=O)OC (methyl N-{[3′-(aminomethyl)biphenyl-4-yl]sulfonyl}valinate). The yield is 76.0%. As a reaction SMILES: [C:1]([C:3]1[CH:4]=[C:5]([C:9]2[CH:14]=[CH:13][C:12]([S:15]([NH:18][C@H:19]([C:23]([O:25][CH3:26])=[O:24])[CH:20]([CH3:22])[CH3:21])(=[O:17])=[O:16])=[CH:11][CH:10]=2)[CH:6]=[CH:7][CH:8]=1)#[N:2].N.CO>C1COCC1.[Ni]>[NH2:2][CH2:1][C:3]1[CH:4]=[C:5]([C:9]2[CH:10]=[CH:11][C:12]([S:15]([NH:18][C@H:19]([C:23]([O:25][CH3:26])=[O:24])[CH:20]([CH3:21])[CH3:22])(=[O:17])=[O:16])=[CH:13][CH:14]=2)[CH:6]=[CH:7][CH:8]=1. Procedure details: A suspension of methyl N-[(3′-cyanobiphenyl-4-yl)sulfonyl]valinate obtained in Reference Example 93 (5.00 g, 13.4 mmol), Raney-nickel (5.00 g) and 28% aqueous ammonia (50 mL) in THF (50 ml)-methanol (50 mL) was stirred at room temperature for 15 hr under hydrogen atmosphere (1 atm). The catalyst was filtered off, and the filtrate was concentrated under reduced pressure. A mixed solvent of ethyl acetate-hexane was added to the residue, and the precipitated insoluble material was filtered off. The... The reactants are O=C(O)C1CCN(CCCOc2ccc(-n3nc4ccccc4c3Cl)cc2)CC1, Cl, N. Product: NC(=O)C1CCN(CCCOc2ccc(-n3nc4ccccc4c3Cl)cc2)CC1. Reaction SMILES: [Cl:2][c:3]1[n:4](-[c:12]2[cH:13][cH:14][c:15]([O:16][CH2:17][CH2:18][CH2:19][N:20]3[CH2:21][CH2:22][CH:23]([C:26](=[O:27])[OH:28])[CH2:24][CH2:25]3)[cH:29][cH:30]2)[n:5][c:6]2[cH:7][cH:8][cH:9][cH:10][c:11]12.[ClH:1].[NH3:31]>>[Cl:2][c:3]1[n:4](-[c:12]2[cH:13][cH:14][c:15]([O:16][CH2:17][CH2:18][CH2:19][N:20]3[CH2:21][CH2:22][CH:23]([C:26](=[O:28])[NH2:31])[CH2:24][CH2:25]3)[cH:29][cH:30]2)[n:5][c:6]2[cH:7][cH:8][cH:9][cH:10][c:11]12.